Dataset: the Open Reaction Database (ORD), a public repository of structured organic reaction records. Task: describe an organic reaction: reactants, conditions, products, and yield Reactants: COC(=O)Cc1cccc(-c2cc3cc(Cl)cc(NC4CCOCC4)c3[nH]2)c1, O=S1(=O)CCNCC1. The product is O=S1(=O)CCN(CCc2cccc(-c3cc4cc(Cl)cc(NC5CCOCC5)c4[nH]3)c2)CC1. As a reaction SMILES: [CH3:1][O:2][C:3]([CH2:4][c:5]1[cH:6][c:7](-[c:11]2[nH:12][c:13]3[c:14]([NH:21][CH:22]4[CH2:23][CH2:24][O:25][CH2:26][CH2:27]4)[cH:15][c:16]([Cl:20])[cH:17][c:18]3[cH:19]2)[cH:8][cH:9][cH:10]1)=[O:28].[O:29]=[S:30]1(=[O:36])[CH2:31][CH2:32][NH:33][CH2:34][CH2:35]1>>[CH2:3]([CH2:4][c:5]1[cH:6][c:7](-[c:11]2[nH:12][c:13]3[c:14]([NH:21][CH:22]4[CH2:23][CH2:24][O:25][CH2:26][CH2:27]4)[cH:15][c:16]([Cl:20])[cH:17][c:18]3[cH:19]2)[cH:8][cH:9][cH:10]1)[N:33]1[CH2:32][CH2:31][S:30](=[O:29])(=[O:36])[CH2:35][CH2:34]1.